This data is from the Open Reaction Database (ORD), a public repository of structured organic reaction records. The task is: describe an organic reaction: reactants, conditions, products, and yield The product is C(=O)(O)CCCCCNC=1C=C(C=2C=CC3=C(C=C(C=4C=CC1C2C43)S(=O)(=O)O)S(=O)(=O)O)S(=O)(=O)O (8-(carboxypentyl)aminopyrene-1,3,6-trisulfonic acid). Reported procedure: 1-(5-ethoxycarbonylpentyl)aminopyrene (1 g) was added in small portion to a stirred solution of 30% fuming sulfuric acid (8 mL) cooled to −30° C. After the addition, the solution was slowly warmed to room temperature and stirring continued at room temperature for 5 hours. The reaction mixture was poured over ice and the resulting precipitate was collected by suction filtration. The crude product was purified by HPLC on a C18 reverse phase column using triethylammonium acetate as the eluting buff... As a reaction SMILES: C([O:3][C:4]([CH2:6][CH2:7][CH2:8][CH2:9][CH2:10][NH:11][C:12]1[C:25]2[C:26]3=[C:27]4[C:22](=[CH:23][CH:24]=2)[CH:21]=[CH:20][CH:19]=[C:18]4[CH:17]=[CH:16][C:15]3=[CH:14][CH:13]=1)=[O:5])C.[S:28](=[O:32])(=[O:31])([OH:30])O>>[C:4]([CH2:6][CH2:7][CH2:8][CH2:9][CH2:10][NH:11][C:12]1[CH:13]=[C:14]([S:28]([OH:32])(=[O:31])=[O:30])[C:15]2[CH:16]=[CH:17][C:18]3[C:27]4[C:26]=2[C:25]=1[CH:24]=[CH:23][C:22]=4[C:21]([S:28]([OH:30])(=[O:32])=[O:31])=[CH:20][C:19]=3[S:28]([OH:30])(=[O:32])=[O:31])([OH:3])=[O:5]. Reaction conditions: temperature -30 celsius, time 5 hour. The reactants are C(C)OC(=O)CCCCCNC1=CC=C2C=CC3=CC=CC4=CC=C1C2=C34 (1-(5-ethoxycarbonylpentyl)aminopyrene), S(O)(O)(=O)=O (sulfuric acid). Reactants: C1CCOC1, [Li]CCCC, CC#N, CCOC(=O)c1cnn(Cc2ccc(OC)cc2)c1. The product is COc1ccc(Cn2cc(C(=O)CC#N)cn2)cc1. As a reaction SMILES: [CH2:28]1[O:29][CH2:30][CH2:31][CH2:32]1.[CH3:1][CH2:2][CH2:3][CH2:4][Li:5].[CH3:6][C:7]#[N:8].[CH3:9][O:10][c:11]1[cH:12][cH:13][c:14]([CH2:15][n:16]2[n:17][cH:18][c:19]([C:21]([O:23][CH2:22][CH3:24])=[O:25])[cH:20]2)[cH:26][cH:27]1>>[CH2:6]([C:7]#[N:8])[C:21]([c:19]1[cH:18][n:17][n:16]([CH2:15][c:14]2[cH:13][cH:12][c:11]([O:10][CH3:9])[cH:27][cH:26]2)[cH:20]1)=[O:23]. The reactants are C(C)OC(=O)N1CCN(CC1)C([C@H](CCC(=O)OC(C)(C)C)NC(=O)C1=NN(C(=C1)OCC(=O)N1[C@@H](CCC1)C(=O)OCC1=CC=CC=C1)C1=CC(=C(C=C1)F)F)=O (4-((S)-2-{[5-[2-((S)-2-Benzyloxycarbonyl-pyrrolidin-1-yl)-2-oxo-ethoxy]-1-(3,4-difluoro-phenyl)-1H-pyrazole-3-carbonyl]-amino}-4-tert-butoxycarbonyl-butyryl)-piperazine-1-carboxylic acid ethyl ester). Solvent: C(C)(=O)OCC (ethyl acetate). Reaction conditions: time 24 hour. Product: C(C)OC(=O)N1CCN(CC1)C([C@H](CCC(=O)OC(C)(C)C)NC(=O)C1=NN(C(=C1)OCC(=O)N1[C@@H](CCC1)C(=O)O)C1=CC(=C(C=C1)F)F)=O (4-((S)-4-tert-Butoxycarbonyl-2-{[5-[2-((S)-2-carboxy-pyrrolidin-1-yl)-2-oxo-ethoxy]-1-(3,4-difluoro-phenyl)-1H-pyrazole-3-carbonyl]-amino}-butyryl)-piperazine-1-carboxylic acid ethyl ester). As a reaction SMILES: [CH2:1]([O:3][C:4]([N:6]1[CH2:11][CH2:10][N:9]([C:12](=[O:58])[C@@H:13]([NH:23][C:24]([C:26]2[CH:30]=[C:29]([O:31][CH2:32][C:33]([N:35]3[CH2:39][CH2:38][CH2:37][C@H:36]3[C:40]([O:42]CC3C=CC=CC=3)=[O:41])=[O:34])[N:28]([C:50]3[CH:55]=[CH:54][C:53]([F:56])=[C:52]([F:57])[CH:51]=3)[N:27]=2)=[O:25])[CH2:14][CH2:15][C:16]([O:18][C:19]([CH3:22])([CH3:21])[CH3:20])=[O:17])[CH2:8][CH2:7]1)=[O:5])[CH3:2]>C(OCC)(=O)C>[CH2:1]([O:3][C:4]([N:6]1[CH2:11][CH2:10][N:9]([C:12](=[O:58])[C@@H:13]([NH:23][C:24]([C:26]2[CH:30]=[C:29]([O:31][CH2:32][C:33]([N:35]3[CH2:39][CH2:38][CH2:37][C@H:36]3[C:40]([OH:42])=[O:41])=[O:34])[N:28]([C:50]3[CH:55]=[CH:54][C:53]([F:56])=[C:52]([F:57])[CH:51]=3)[N:27]=2)=[O:25])[CH2:14][CH2:15][C:16]([O:18][C:19]([CH3:22])([CH3:21])[CH3:20])=[O:17])[CH2:8][CH2:7]1)=[O:5])[CH3:2]. Procedure details: To a solution of 3.5 g 4-((S)-2-{[5-[2-((S)-2-Benzyloxycarbonyl-pyrrolidin-1-yl)-2-oxo-ethoxy]-1-(3,4-difluoro-phenyl)-1H-pyrazole-3-carbonyl]-amino}-4-tert-butoxycarbonyl-butyryl)-piperazine-1-carboxylic acid ethyl ester in 80 ml ethyl acetate were added under argon 1.5 g Pd/C (10%) and the suspension was stirred under an atmosphere of hydrogen (3 bar) for 24 h. The suspension was filtered over a plug of Celite® and washed with ethyl acetate. The crude product obtained after evaporation of the ... The reactants are O1CCCC1 (tetrahydrofuran), NC[C@@H]1[C@H]([C@@H]([C@H]([C@@H](OCCCC)O1)O)O)O (n-butyl 6-amino-6-deoxy-α-D-glucopyranoside), O1CCCC1 (tetrahydrofuran), C(O)(O)=O (carbonic acid), ClCCN(C(OC1=C(C=CC=C1)C#N)=O)N=O (o-cyanophenyl N-(2-chloroethyl)-N-nitrosocarbamate), C(=O)=O (dry-ice), glucopyranoside, resultant mixture. Solvent: C(C)(C)OC(C)C (isopropyl ether), CO (methanol). Run at time 20 minute. The product is C(CCC)[C@@]1(O)[C@H](O)[C@@H](O)[C@H](O)[C@H](O1)C(O)NC(N(N=O)CCCl)=O (3-(n-butyl α-D-glucopyranos-6 -yl)-1-(2-chloroethyl)-1-nitrosourea). Yield: 86.5%. RXN SMILES: [NH2:1][CH2:2][C@H:3]1[O:13][C@H:7]([O:8]CCCC)[C@H:6]([OH:14])[C@@H:5]([OH:15])[C@@H:4]1[OH:16].C(=O)=O.C(=O)(O)[OH:21].[Cl:24][CH2:25][CH2:26][N:27]([N:39]=[O:40])[C:28](=O)[O:29]C1C=CC=CC=1C#N.O1[CH2:45][CH2:44][CH2:43][CH2:42]1>CO.C(OC(C)C)(C)C>[CH2:42]([C@@:7]1([O:13][C@H:3]([CH:2]([NH:1][C:28](=[O:29])[N:27]([CH2:26][CH2:25][Cl:24])[N:39]=[O:40])[OH:21])[C@@H:4]([OH:16])[C@H:5]([OH:15])[C@H:6]1[OH:14])[OH:8])[CH2:43][CH2:44][CH3:45]. Procedure details: 2.35 g (10 mmol) of n-butyl 6-amino-6-deoxy-α-D-glucopyranoside is dissolved in a mixture of 25 ml methanol and 25 ml tetrahydrofuran, and to this solution is added 4.40 g (100 mmol) of dry-ice little by little so as to convert said glucopyranoside into its carbonic acid-addition salt. This acid-addition salt solution is then added dropwise to a solution, which has been prepared by dissolving 3.04 g (12 mmol) of o-cyanophenyl N-(2-chloroethyl)-N-nitrosocarbamate in a mixture of 13 ml tetrahydrof... Starting materials: C(C)=O (acetaldehyde), FC(C(=O)O)(F)F.ClC=1C=C(C=C(C1)Cl)C1(CC(=NO1)C1=CC(=C(C(=O)NC2CNOC2)C=C1)C)C(F)(F)F (4-[5-(3,5-Dichloro-phenyl)-5-trifluoromethyl-4,5-dihydro-isoxazol-3-yl]-N-isoxazolidin-4-yl-2-methyl-benzamide trifluoroacetic acid salt), [BH3-]C#N.[Na+] (NaBH3CN). The solvent is CO (MeOH). Run at temperature 0 celsius, time 1 hour. Product: ClC=1C=C(C=C(C1)Cl)C1(CC(=NO1)C1=CC(=C(C(=O)NC2CN(OC2)CC)C=C1)C)C(F)(F)F (4-[5-(3,5-Dichloro-phenyl)-5-trifluoromethyl-4,5-dihydro-isoxazol-3-yl]-N-(2-ethyl-isoxazolidin-4-yl)-2-methyl-benzamide). The yield is 9.1%. Reaction SMILES: F[C:2](F)(F)[C:3](O)=O.[Cl:8][C:9]1[CH:10]=[C:11]([C:16]2([C:36]([F:39])([F:38])[F:37])[O:20][N:19]=[C:18]([C:21]3[CH:34]=[CH:33][C:24]([C:25]([NH:27][CH:28]4[CH2:32][O:31][NH:30][CH2:29]4)=[O:26])=[C:23]([CH3:35])[CH:22]=3)[CH2:17]2)[CH:12]=[C:13]([Cl:15])[CH:14]=1.C(=O)C.[BH3-]C#N.[Na+]>CO>[Cl:15][C:13]1[CH:12]=[C:11]([C:16]2([C:36]([F:37])([F:39])[F:38])[O:20][N:19]=[C:18]([C:21]3[CH:34]=[CH:33][C:24]([C:25]([NH:27][CH:28]4[CH2:32][O:31][N:30]([CH2:2][CH3:3])[CH2:29]4)=[O:26])=[C:23]([CH3:35])[CH:22]=3)[CH2:17]2)[CH:10]=[C:9]([Cl:8])[CH:14]=1 |f:0.1,3.4|. Procedure details: Crude 4-[5-(3,5-Dichloro-phenyl)-5-trifluoromethyl-4,5-dihydro-isoxazol-3-yl]-N-isoxazolidin-4-yl-2-methyl-benzamide trifluoroacetic acid salt (0.16 mmol) was dissolved in MeOH (0.8 ml). Then acetaldehyde (0.090 ml, 10 equiv) was added at 0° C. under an argon atmosphere. After stirring for 1 hour at 0° C., NaBH3CN (20 mg, 2 equiv) was added. The reaction mixture was left to stir over the weekend. It was then evaporated. Flash column chromatography eluting with ethyl acetate/methanol (10/0 to 9/1... The reactants are ClC=1C(=CC(=NC1)C(=O)O)OCC1CC1 (5-chloro-4-cyclopropylmethoxy-pyridine-2-carboxylic acid), N[C@@H](CO)C(C)C ((2R)-2-amino-3-methyl-1-butanol). The product is OC[C@@H](C(C)C)NC(=O)C1=NC=C(C(=C1)OCC1CC1)Cl (5-Chloro-4-cyclopropylmethoxy-pyridine-2-carboxylic acid ((R)-1-hydroxymethyl-2-methyl-propyl)-amide). As a reaction SMILES: [Cl:1][C:2]1[C:3]([O:11][CH2:12][CH:13]2[CH2:15][CH2:14]2)=[CH:4][C:5]([C:8]([OH:10])=O)=[N:6][CH:7]=1.[NH2:16][C@H:17]([CH:20]([CH3:22])[CH3:21])[CH2:18][OH:19]>>[OH:19][CH2:18][C@H:17]([NH:16][C:8]([C:5]1[CH:4]=[C:3]([O:11][CH2:12][CH:13]2[CH2:15][CH2:14]2)[C:2]([Cl:1])=[CH:7][N:6]=1)=[O:10])[CH:20]([CH3:22])[CH3:21]. Reported procedure: The title compound was synthesized in analogy to Example 1, using 5-chloro-4-cyclopropylmethoxy-pyridine-2-carboxylic acid and (2R)-2-amino-3-methyl-1-butanol (CAN 4276-09-9) as starting materials and isolated (51 mg, 54%) as colorless oil; MS (ESI, m/z): 313.1 (MH+). Starting materials: CCOC(=O)C(C)(Cc1ccc(OCCNC(=O)c2ccc(-c3ccccn3)cc2)cc1)Oc1ccccc1, [Na+], [OH-]. The product is CC(Cc1ccc(OCCNC(=O)c2ccc(-c3ccccn3)cc2)cc1)(Oc1ccccc1)C(=O)O. As a reaction SMILES: [CH3:1][C:2]([C:3](=[O:4])[O:5][CH2:6][CH3:7])([CH2:8][c:9]1[cH:10][cH:11][c:12]([O:15][CH2:16][CH2:17][NH:18][C:19]([c:20]2[cH:21][cH:22][c:23](-[c:26]3[n:27][cH:28][cH:29][cH:30][cH:31]3)[cH:24][cH:25]2)=[O:32])[cH:13][cH:14]1)[O:33][c:34]1[cH:35][cH:36][cH:37][cH:38][cH:39]1.[Na+:41].[OH-:40]>>[CH3:1][C:2]([C:3](=[O:4])[OH:5])([CH2:8][c:9]1[cH:10][cH:11][c:12]([O:15][CH2:16][CH2:17][NH:18][C:19]([c:20]2[cH:21][cH:22][c:23](-[c:26]3[n:27][cH:28][cH:29][cH:30][cH:31]3)[cH:24][cH:25]2)=[O:32])[cH:13][cH:14]1)[O:33][c:34]1[cH:35][cH:36][cH:37][cH:38][cH:39]1.